Dataset: the Open Reaction Database (ORD), a public repository of structured organic reaction records. Task: describe an organic reaction: reactants, conditions, products, and yield The reactants are C(=O)(O)CC1=CC=C(C=C1)CCC=O (3-(4-carboxymethylphenyl)-propanal), [Cl-].COC[P+](C1=CC=CC=C1)(C1=CC=CC=C1)C1=CC=CC=C1 (methoxymethyltriphenyl phosphonium chloride), CC(C)([O-])C.[K+] (potassium t-butoxide), C(C)OCC (ethyl ether). Run in C1(=CC=CC=C1)C (toluene), C1(=CC=CC=C1)C (toluene), O1CCCC1 (tetrahydrofuran). Reaction conditions: time 10 minute. The product is COC=CCCC1=CC=C(C=C1)CC(=O)O (1-methoxy-4-(4-carboxymethyl phenyl)-1-butene). Yield: 78.1%. Reaction SMILES: [Cl-].[CH3:2][O:3][CH2:4][P+](C1C=CC=CC=1)(C1C=CC=CC=1)C1C=CC=CC=1.CC(C)([O-])C.[K+].[C:30]([CH2:33][C:34]1[CH:39]=[CH:38][C:37]([CH2:40][CH2:41][CH:42]=O)=[CH:36][CH:35]=1)([OH:32])=[O:31].C(OCC)C>C1(C)C=CC=CC=1.O1CCCC1>[CH3:2][O:3][CH:4]=[CH:42][CH2:41][CH2:40][C:37]1[CH:36]=[CH:35][C:34]([CH2:33][C:30]([OH:32])=[O:31])=[CH:39][CH:38]=1 |f:0.1,2.3|. Reported procedure: To 3.77 g (11 mmol) of methoxymethyltriphenyl phosphonium chloride in 10 ml of toluene at 0° C. under nitrogen was added 11 ml (11 mmol) of 1M potassium t-butoxide in tetrahydrofuran over 20 minutes. The resulting solution was stirred for 10 minutes, then 1.92 g (10 mmol) of 3-(4-carboxymethylphenyl)-propanal in 10 ml of toluene was added over 15 minutes. After stirring the mixture for 20 minutes 40 ml of ethyl ether were added. The resulting precipitate was filtered with diatomaceous earth, col... The reactants are N#CCC(=O)O, CC(=O)[O-], CC(=O)O, [NH4+], O=C1CCCCC1, c1ccccc1. Product: N#CC(C(=O)O)=C1CCCCC1. RXN SMILES: [C:1](#[N:2])[CH2:3][C:4](=[O:5])[OH:6].[CH3:15][C:16](=[O:17])[O-:18].[CH3:19][C:20](=[O:21])[OH:22].[NH4+:14].[O:7]=[C:8]1[CH2:9][CH2:10][CH2:11][CH2:12][CH2:13]1.[cH:23]1[cH:24][cH:25][cH:26][cH:27][cH:28]1>>[C:1](#[N:2])[C:3]([C:4](=[O:5])[OH:6])=[C:8]1[CH2:9][CH2:10][CH2:11][CH2:12][CH2:13]1.